Dataset: the Open Reaction Database (ORD), a public repository of structured organic reaction records. Task: describe an organic reaction: reactants, conditions, products, and yield Reactants: C1CCNC1, CCCP(=O)(O)O, CN(C)c1nc2cc(NC(=O)c3c(C(=O)O)cnn3C)ccn2n1, CCN(C(C)C)C(C)C, C1CCOC1. Product: CN(C)c1nc2cc(NC(=O)c3c(C(=O)N4CCCC4)cnn3C)ccn2n1. RXN SMILES: [CH2:25]1[CH2:26][CH2:27][NH:28][CH2:29]1.[CH2:30]([P:31]([OH:32])([OH:33])=[O:34])[CH2:35][CH3:36].[CH3:1][N:2]([c:3]1[n:4][n:5]2[c:6]([cH:7][c:8]([NH:11][C:12](=[O:13])[c:14]3[c:15]([C:20](=[O:21])[OH:22])[cH:16][n:17][n:18]3[CH3:19])[cH:9][cH:10]2)[n:23]1)[CH3:24].[CH:37]([N:38]([CH:39]([CH3:40])[CH3:41])[CH2:42][CH3:43])([CH3:44])[CH3:45].[O:46]1[CH2:47][CH2:48][CH2:49][CH2:50]1>>[CH3:1][N:2]([c:3]1[n:4][n:5]2[c:6]([cH:7][c:8]([NH:11][C:12](=[O:13])[c:14]3[c:15]([C:20](=[O:21])[N:28]4[CH2:27][CH2:26][CH2:25][CH2:29]4)[cH:16][n:17][n:18]3[CH3:19])[cH:9][cH:10]2)[n:23]1)[CH3:24]. Starting materials: FC1=CC=C(C=C1)C(C=CN(C)C)=O (1-(4-fluorophenyl)-3-dimethylamino-2-propen-1-one), C(#N)[BH3-].[Na+] (sodium cyanoborohydride), [OH-].[Na+] (sodium hydroxide), solution, Cl (hydrochloric acid), P(=O)(Cl)(Cl)Cl (phosphorus oxychloride), C1(=CC=CC=C1)S (thiophenol). The solvent is C(C)OCC (ethyl ether), C(Cl)(Cl)Cl (chloroform), C(C)(C)O (isopropanol). The product is CN(CC=C(SC1=CC=CC=C1)C1=CC=C(C=C1)F)C (1-dimethylamino-3-(4-fluorophenyl)-3-phenylthio-2-propene). Reaction SMILES: [F:1][C:2]1[CH:7]=[CH:6][C:5]([C:8](=O)[CH:9]=[CH:10][N:11]([CH3:13])[CH3:12])=[CH:4][CH:3]=1.P(Cl)(Cl)(Cl)=O.[C:20]1([SH:26])[CH:25]=[CH:24][CH:23]=[CH:22][CH:21]=1.C([BH3-])#N.[Na+].[OH-].[Na+].Cl>C(Cl)(Cl)Cl.C(O)(C)C.C(OCC)C>[CH3:12][N:11]([CH3:13])[CH2:10][CH:9]=[C:8]([C:5]1[CH:6]=[CH:7][C:2]([F:1])=[CH:3][CH:4]=1)[S:26][C:20]1[CH:25]=[CH:24][CH:23]=[CH:22][CH:21]=1 |f:3.4,5.6|. Reported procedure: By using a method similar to that described in Example 35, but starting from 1-(4-fluorophenyl)-3-dimethylamino-2-propen-1-one (10 g), phosphorus oxychloride (4.76 cc), thiophenol (5.57 cc) and sodium cyanoborohydride (1.92 g), a residue is obtained which is taken up in chloroform. The solution is then adjusted to pH 10 by adding a concentrated aqueous solution of sodium hydroxide. The organic phase is separated and then the aqueous phase is extracted with methylene chloride. The organic phases ... Starting materials: [H-].[Al+3].[Li+].[H-].[H-].[H-] (lithium aluminum hydride), C(C1=CC=CC=C1)OC=1C=C2C(=CNC2=CC1)C(C(=O)N1CCC(CC1)OC1=CC=C(C=C1)F)=O (1-(5-benzyloxyindol-3-ylglyoxyloyl)-4-(p-fluorophenoxy)piperidine). The solvent is O1CCCC1 (tetrahydrofuran), O1CCCC1 (tetrahydrofuran). Yields the product C(C1=CC=CC=C1)OC=1C=C2C(=CNC2=CC1)CCN1CCC(CC1)OC1=CC=C(C=C1)F (5-benzyloxy-3-{2-[4-(p-fluorophenoxy)piperidyl]ethyl}indole). RXN SMILES: [H-].[Al+3].[Li+].[H-].[H-].[H-].[CH2:7]([O:14][C:15]1[CH:16]=[C:17]2[C:21](=[CH:22][CH:23]=1)[NH:20][CH:19]=[C:18]2[C:24](=O)[C:25]([N:27]1[CH2:32][CH2:31][CH:30]([O:33][C:34]2[CH:39]=[CH:38][C:37]([F:40])=[CH:36][CH:35]=2)[CH2:29][CH2:28]1)=O)[C:8]1[CH:13]=[CH:12][CH:11]=[CH:10][CH:9]=1>O1CCCC1>[CH2:7]([O:14][C:15]1[CH:16]=[C:17]2[C:21](=[CH:22][CH:23]=1)[NH:20][CH:19]=[C:18]2[CH2:24][CH2:25][N:27]1[CH2:28][CH2:29][CH:30]([O:33][C:34]2[CH:35]=[CH:36][C:37]([F:40])=[CH:38][CH:39]=2)[CH2:31][CH2:32]1)[C:8]1[CH:13]=[CH:12][CH:11]=[CH:10][CH:9]=1 |f:0.1.2.3.4.5|. Reported procedure: By following the manipulative procedure described in Example 2(d), 5.6 g of lithium aluminum hydride in 165 ml. of tetrahydrofuran and 15.2 g of 1-(5-benzyloxyindol-3-ylglyoxyloyl)-4-(p-fluorophenoxy)piperidine in 160 ml. of tetrahydrofuran are reacted to produce a white powder. The powder is recrystallized twice from an ethanol and water mixture and once from 95% ethanol (charcoal treatment) to give colorless needles of 5-benzyloxy-3-{2-[4-(p-fluorophenoxy)piperidyl]ethyl}indole, m.p. 134.5°-13... Starting materials: BrCCOCCOCCOCCOC1=C(C(=C(C=C1)C(C)=O)O)CCC (1-[4-[2-[2-[2-(2-bromoethoxy)ethoxy]ethoxy]ethoxy]-2-hydroxy-3-propylphenyl]ethanone), [C-]#N.[Na+] (sodium cyanide), [I-].[Na+] (sodium iodide). The solvent is CN(C=O)C (dimethyl formamide). Product: C(C)(=O)C1=C(C(=C(OCCOCCOCCOCCC#N)C=C1)CCC)O (3-[2-[2-[2-(4-acetyl-3-hydroxy-2-propylphenoxy)ethoxy]ethoxy]ethoxy]propanenitrile). Isolated yield 98.8%. As a reaction SMILES: Br[CH2:2][CH2:3][O:4][CH2:5][CH2:6][O:7][CH2:8][CH2:9][O:10][CH2:11][CH2:12][O:13][C:14]1[CH:19]=[CH:18][C:17]([C:20](=[O:22])[CH3:21])=[C:16]([OH:23])[C:15]=1[CH2:24][CH2:25][CH3:26].[C-:27]#[N:28].[Na+].[I-].[Na+]>CN(C)C=O>[C:20]([C:17]1[CH:18]=[CH:19][C:14]([O:13][CH2:12][CH2:11][O:10][CH2:9][CH2:8][O:7][CH2:6][CH2:5][O:4][CH2:3][CH2:2][C:27]#[N:28])=[C:15]([CH2:24][CH2:25][CH3:26])[C:16]=1[OH:23])(=[O:22])[CH3:21] |f:1.2,3.4|. Procedure: A solution of 2.23 g of 1-[4-[2-[2-[2-(2-bromoethoxy)ethoxy]ethoxy]ethoxy]-2-hydroxy-3-propylphenyl]ethanone, 0.34 g of sodium cyanide and 0.77 g of sodium iodide in 40 ml of dimethyl formamide was stirred and heated at 80° for 70 minutes. The solvent was removed in vacuo, water was added to the residue and the product was extracted with ether. The dried (over magnesium sulfate) extract was concentrated in vacuo to give 1.93 g of crude 3-[2-[2-[2-(4-acetyl-3-hydroxy-2-propylphenoxy)ethoxy]ethoxy... The reactants are CN, Cc1ccccc1, O=C1CCC(c2ccccc2)CC1. The product is CNC1CCC(c2ccccc2)CC1. Reaction SMILES: [CH3:14][NH2:15].[CH3:16][c:17]1[cH:18][cH:19][cH:20][cH:21][cH:22]1.[c:1]1([CH:7]2[CH2:8][CH2:9][C:10](=[O:13])[CH2:11][CH2:12]2)[cH:2][cH:3][cH:4][cH:5][cH:6]1>>[c:1]1([CH:7]2[CH2:8][CH2:9][CH:10]([NH:15][CH3:14])[CH2:11][CH2:12]2)[cH:2][cH:3][cH:4][cH:5][cH:6]1. Reactants: CC(C)(C)OC(=O)NCc1cccc(O)c1, C1CCOC1, Nc1cccc(OCCCN(Cc2cccc(C(F)(F)F)c2Cl)CC(c2ccccc2)c2ccccc2)c1, CC(C)OC(=O)N=NC(=O)OC(C)C, c1ccc(P(c2ccccc2)c2ccccc2)cc1. The product is CC(C)(C)OC(=O)NCc1cccc(OCCCN(Cc2cccc(C(F)(F)F)c2Cl)CC(c2ccccc2)c2ccccc2)c1. As a reaction SMILES: [C:1]([CH3:2])([CH3:3])([CH3:4])[O:5][C:6]([NH:7][CH2:8][c:9]1[cH:10][c:11]([OH:15])[cH:12][cH:13][cH:14]1)=[O:16].[CH2:88]1[O:89][CH2:90][CH2:91][CH2:92]1.[Cl:36][c:37]1[c:38]([CH2:39][N:40]([CH2:41][CH2:42][CH2:43][O:44][c:45]2[cH:46][c:47]([NH2:48])[cH:49][cH:50][cH:51]2)[CH2:52][CH:53]([c:54]2[cH:55][cH:56][cH:57][cH:58][cH:59]2)[c:60]2[cH:61][cH:62][cH:63][cH:64][cH:65]2)[cH:66][cH:67][cH:68][c:69]1[C:70]([F:71])([F:72])[F:73].[O:74]=[C:75]([O:76][CH:77]([CH3:78])[CH3:79])[N:80]=[N:81][C:82]([O:83][CH:84]([CH3:85])[CH3:86])=[O:87].[c:17]1([P:18]([c:19]2[cH:20][cH:21][cH:22][cH:23][cH:24]2)[c:25]2[cH:26][cH:27][cH:28][cH:29][cH:30]2)[cH:31][cH:32][cH:33][cH:34][cH:35]1>>[C:1]([CH3:2])([CH3:3])([CH3:4])[O:5][C:6]([NH:7][CH2:8][c:9]1[cH:10][c:11]([O:15][CH2:43][CH2:42][CH2:41][N:40]([CH2:39][c:38]2[c:37]([Cl:36])[c:69]([C:70]([F:71])([F:72])[F:73])[cH:68][cH:67][cH:66]2)[CH2:52][CH:53]([c:54]2[cH:55][cH:56][cH:57][cH:58][cH:59]2)[c:60]2[cH:61][cH:62][cH:63][cH:64][cH:65]2)[cH:12][cH:13][cH:14]1)=[O:16]. The reactants are CC(C)(C1=CC=CC=C1)NC1=NC(=C(C(=N1)NN)C1=CC=C(C=C1)F)C1=CC=NC=C1 (2-((1-methyl-1-phenylethyl)amino)-4-hydrazino-5-(4-fluorophenyl)-6-(4-pyridyl)pyrimidine), COC(OC)OC (trimethylorthoformate), FC(C(=O)O)(F)F (Trifluoroacetic acid). The solvent is C(Cl)Cl (CH2Cl2). Yields the product FC1=CC=C(C=C1)C=1C=2N(C(=NC1C1=CC=NC=C1)NC(C)(C)C1=CC=CC=C1)C=NN2 (2-(8-(4-fluorophenyl)-7-(4-pyridyl)-1,2,4-triazolo[4,3-c]pyrimidin-5-yl)amino-2-phenylpropane). RXN SMILES: [CH3:1][C:2]([NH:10][C:11]1[N:16]=[C:15]([NH:17][NH2:18])[C:14]([C:19]2[CH:24]=[CH:23][C:22]([F:25])=[CH:21][CH:20]=2)=[C:13]([C:26]2[CH:31]=[CH:30][N:29]=[CH:28][CH:27]=2)[N:12]=1)([C:4]1[CH:9]=[CH:8][CH:7]=[CH:6][CH:5]=1)[CH3:3].[CH3:32]OC(OC)OC.FC(F)(F)C(O)=O>C(Cl)Cl>[F:25][C:22]1[CH:23]=[CH:24][C:19]([C:14]2[C:15]3[N:16]([CH:32]=[N:18][N:17]=3)[C:11]([NH:10][C:2]([C:4]3[CH:5]=[CH:6][CH:7]=[CH:8][CH:9]=3)([CH3:1])[CH3:3])=[N:12][C:13]=2[C:26]2[CH:27]=[CH:28][N:29]=[CH:30][CH:31]=2)=[CH:20][CH:21]=1. Procedure: 2-((1-methyl-1-phenylethyl)amino)-4-hydrazino-5-(4-fluorophenyl)-6-(4-pyridyl)pyrimidine (95.1 mg, 0.23 mmol) was combined with trimethylorthoformate (58.4 mg, 0.54 mmol) in CH2Cl2 (ca. 5 mL). Trifluoroacetic acid (62.6 mg, 0.54 mmol) was added and the solution was maintained for 1 h. The reaction mixture was washed with saturated NaHCO3. The organic phase was dried over Na2SO4 and concentrated in vacuo. The residue was purified by flash chromatography to provide the product as an off-white soli...